This data is from the Open Reaction Database (ORD), a public repository of structured organic reaction records. The task is: describe an organic reaction: reactants, conditions, products, and yield Reactants: NC=1N=CSC1C(=O)OC (methyl 4-amino-1,3-thiazole-5-carboxylate), N1=CC=CC=C1 (pyridine), ClC1=CC=C(C=C1)C1=CC(=C(C=C1)C)CC(=O)Cl ((4′-chloro-4-methylbiphenyl-3-yl)acetyl chloride). Solvent: C(C)#N (acetonitrile), C(C)#N (acetonitrile). Run at time 5 minute. Yields the product ClC1=CC=C(C=C1)C1=CC(=C(C=C1)C)CC(=O)NC=1N=CSC1C(=O)OC (methyl 4-{[(4′-chloro-4-methylbiphenyl-3-yl)acetyl]amino}-1,3-thiazole-5-carboxylate). Yield: 39.7%. As a reaction SMILES: [NH2:1][C:2]1[N:3]=[CH:4][S:5][C:6]=1[C:7]([O:9][CH3:10])=[O:8].N1C=CC=CC=1.[Cl:17][C:18]1[CH:23]=[CH:22][C:21]([C:24]2[CH:29]=[CH:28][C:27]([CH3:30])=[C:26]([CH2:31][C:32](Cl)=[O:33])[CH:25]=2)=[CH:20][CH:19]=1>C(#N)C>[Cl:17][C:18]1[CH:19]=[CH:20][C:21]([C:24]2[CH:29]=[CH:28][C:27]([CH3:30])=[C:26]([CH2:31][C:32]([NH:1][C:2]3[N:3]=[CH:4][S:5][C:6]=3[C:7]([O:9][CH3:10])=[O:8])=[O:33])[CH:25]=2)=[CH:22][CH:23]=1. Procedure: 1.8 g (11.38 mmol) of methyl 4-amino-1,3-thiazole-5-carboxylate were dissolved in 40 acetonitrile, and 1.8 ml (22.76 mmol) of pyridine were added. After 5 min of stirring at room temperature (RT), a solution of 3.18 g (11.38 mmol) of (4′-chloro-4-methylbiphenyl-3-yl)acetyl chloride (obtained from (4′-chloro-4-methylbiphenyl-3-yl)acetic acid according to WO 99/48869 A1) in 20 ml of acetonitrile was added dropwise. The mixture was stirred at RT for 12 h. The precipitate formed was filtered off, wa... Reactants: CC(=O)O (HOAc), Cl.NC1C(NC(CC1)=O)=O (3-Aminopiperidine-2,6-dione hydrochloride), NC1=C(C(C(=O)O)=CC=C1O)C(=O)O (3-amino-4-hydroxyphthalic acid). The solvent is C(C)N(CC)CC (TEA), C(C)N(CC)CC (triethylamine). Reaction conditions: time 4 hour. Product: NC1=C2C(N(C(C2=CC=C1O)=O)C1C(NC(CC1)=O)=O)=O (4-amino-2-(2,6-dioxopiperidin-3-yl)-5-hydroxyisoindoline-1,3-dione). Isolated yield 51.0%. As a reaction SMILES: Cl.[NH2:2][CH:3]1[CH2:8][CH2:7][C:6](=[O:9])[NH:5][C:4]1=[O:10].CC(O)=O.[NH2:15][C:16]1[C:24]([OH:25])=[CH:23][CH:22]=[C:18]([C:19](O)=[O:20])[C:17]=1[C:26](O)=[O:27]>C(N(CC)CC)C>[NH2:15][C:16]1[C:24]([OH:25])=[CH:23][CH:22]=[C:18]2[C:17]=1[C:26](=[O:27])[N:2]([CH:3]1[CH2:8][CH2:7][C:6](=[O:9])[NH:5][C:4]1=[O:10])[C:19]2=[O:20] |f:0.1|. Procedure: 3-Aminopiperidine-2,6-dione hydrochloride (9.58 g, 58.4 mmol) was dissolved in triethylamine (TEA) (14.7 g) and the mixture was stirred at room temperature for 4 hrs. HOAc (150 mL) and 3-amino-4-hydroxyphthalic acid C1-5 (9.6 g, 48.7 mmol) were added. The mixture was stirred at 120° C. for 20 mins. TEA was added until the white solid was dissolved completely. The mixture was stirred at 120° C. for 2 hrs. After cooling, the solution was extracted with ethyl acetate (500 mL×4). The combined organi... Reactants: NCC1CCN(CC1)C(=O)OC(C)(C)C (tert-Butyl 4-(aminomethyl)piperidine-1-carboxylate), C(C)(C)N(CC)C(C)C (diisopropylethylamine), ClC(=O)OCC1=CC=CC=C1 (benzyl chloroformate). Run in ClCCl (dichloromethane), ClCCl (dichloromethane). Conditions: time 2 hour. Product: C(C1=CC=CC=C1)OC(=O)NCC1CCN(CC1)C(=O)OC(C)(C)C (tert-butyl 4-((benzyloxycarbonylamino)methyl)piperidine-1-carboxylate). Reaction SMILES: [NH2:1][CH2:2][CH:3]1[CH2:8][CH2:7][N:6]([C:9]([O:11][C:12]([CH3:15])([CH3:14])[CH3:13])=[O:10])[CH2:5][CH2:4]1.C(N(C(C)C)CC)(C)C.Cl[C:26]([O:28][CH2:29][C:30]1[CH:35]=[CH:34][CH:33]=[CH:32][CH:31]=1)=[O:27]>ClCCl>[CH2:29]([O:28][C:26]([NH:1][CH2:2][CH:3]1[CH2:8][CH2:7][N:6]([C:9]([O:11][C:12]([CH3:15])([CH3:14])[CH3:13])=[O:10])[CH2:5][CH2:4]1)=[O:27])[C:30]1[CH:35]=[CH:34][CH:33]=[CH:32][CH:31]=1. Procedure: tert-Butyl 4-(aminomethyl)piperidine-1-carboxylate (0.611 g, 2.851 mmol) and diisopropylethylamine (0.479 g, 3.706 mmol) were dissolved in 30 mls of dry dichloromethane. To this mixture was added benzyl chloroformate (0.552 g, 3.136 mmol) and the mixture was stirred at room temperature for 2 hours. The mixture was then diluted with 50 mls of dichloromethane, washed once with 1N aqueous HCl, one with saturated sodium bicarbonate solution, dried over sodium sulfate and concentrated under reduced p...